This data is from the Open Reaction Database (ORD), a public repository of structured organic reaction records. The task is: describe an organic reaction: reactants, conditions, products, and yield Starting materials: C(#N)C1=C(OC=2C=C(C=CC2)O)C=CC(=C1)F (3-(2-Cyano-4-fluorophenoxy)phenol), CSSC (dimethyl disulfide), ClCl (chlorine), CSCl (methyl sulfenyl chloride). Solvent: C(Cl)Cl (methylene chloride), C(Cl)Cl (methylene chloride). Conditions: temperature -20 celsius, time 30 minute. Yields the product C(#N)C1=C(OC=2C=CC(=C(C2)S)C)C=CC(=C1)F (5-(2-Cyano-4-fluorophenoxy)-2-methylthiophenol), C(#N)C1=C(OC=2C=CC(=C(C2)O)SC)C=CC(=C1)F (5-(2-cyano-4-fluorophenoxy) 2-(methylthio)phenol). Reaction SMILES: [C:1]([C:3]1[CH:16]=[C:15]([F:17])[CH:14]=[CH:13][C:4]=1[O:5][C:6]1[CH:7]=[C:8]([OH:12])[CH:9]=[CH:10][CH:11]=1)#[N:2].[CH3:18][S:19]Cl.[CH3:21][S:22]SC.ClCl>C(Cl)Cl>[C:1]([C:3]1[CH:16]=[C:15]([F:17])[CH:14]=[CH:13][C:4]=1[O:5][C:6]1[CH:11]=[CH:10][C:9]([CH3:8])=[C:18]([SH:19])[CH:7]=1)#[N:2].[C:1]([C:3]1[CH:16]=[C:15]([F:17])[CH:14]=[CH:13][C:4]=1[O:5][C:6]1[CH:11]=[CH:10][C:9]([S:22][CH3:21])=[C:8]([OH:12])[CH:7]=1)#[N:2]. Reported procedure: 3-(2-Cyano-4-fluorophenoxy)phenol (0.1 mole) and methylene chloride (200 ml) are charged into a glass reaction vessel equipped with a mechanical stirrer and addition funnel. The mixture is stirred until dissolved and cooled to about -20° C. A solution of methyl sulfenyl chloride freshly prepared by reacting dimethyl disulfide (0.15 mole) with chlorine (0.18 mole) in methylene chloride (100 ml) is then added dropwise to the reaction vessel over a period of about 40 minutes. After the addition is ...